From a dataset of the Open Reaction Database (ORD), a public repository of structured organic reaction records. describe an organic reaction: reactants, conditions, products, and yield Reactants: C(CCCCC)N1C(C(=C(C(=C1)C(=O)OC)C)[N+](=O)[O-])=O (1-hexyl-4-methyl-3-nitro-5-methoxycarbonyl-2-pyridone). Reagents/catalysts: [Pd] (Pd/C). Run in C(C)(=O)OCC (ethyl acetate). The product is NC=1C(N(C=C(C1C)C(=O)OC)CCCCCC)=O (3-amino-1-hexyl-4-methyl-5-methoxycarbonyl-2-pyridone). Isolated yield 101.9%. As a reaction SMILES: [CH2:1]([N:7]1[CH:12]=[C:11]([C:13]([O:15][CH3:16])=[O:14])[C:10]([CH3:17])=[C:9]([N+:18]([O-])=O)[C:8]1=[O:21])[CH2:2][CH2:3][CH2:4][CH2:5][CH3:6]>C(OCC)(=O)C.[Pd]>[NH2:18][C:9]1[C:8](=[O:21])[N:7]([CH2:1][CH2:2][CH2:3][CH2:4][CH2:5][CH3:6])[CH:12]=[C:11]([C:13]([O:15][CH3:16])=[O:14])[C:10]=1[CH3:17]. Reported procedure: A mixture of 1-hexyl-4-methyl-3-nitro-5-methoxycarbonyl-2-pyridone (0.145 g, 0.49 mmol) and a catalytic amount of 10% Pd/C in ethyl acetate (100 mL) was hydrogenated at 45 psi in a Parr apparatus for 5 hours. The catalyst was removed by filtration and the solvent was evaporated to give 3-amino-1-hexyl-4-methyl-5-methoxycarbonyl-2-pyridone (0.133 g, 100%).